Dataset: the Open Reaction Database (ORD), a public repository of structured organic reaction records. Task: describe an organic reaction: reactants, conditions, products, and yield Reactants: FC(C(=O)O)(C(F)F)F (2,2,3,3-tetrafluoropropionic acid), [Mg] (magnesium), II (iodine), CC=1C=C(C=CC1)Br (3-methylbromobenzene), Cl (hydrochloric acid). The solvent is C(C)OCC (diethyl ether), C(C)OCC (diethyl ether), C(C)OCC (diethyl ether). Run at time 8 hour. The product is FC(C(=O)C1=CC(=CC=C1)C)(C(F)F)F (2,2,3,3-tetrafluoro-1-(3-methylphenyl)propane-1-one). Reaction SMILES: [Mg].II.[CH3:4][C:5]1[CH:6]=[C:7](Br)[CH:8]=[CH:9][CH:10]=1.[F:12][C:13]([F:20])([CH:17]([F:19])[F:18])[C:14](O)=[O:15].Cl>C(OCC)C>[F:12][C:13]([F:20])([CH:17]([F:19])[F:18])[C:14]([C:9]1[CH:8]=[CH:7][CH:6]=[C:5]([CH3:4])[CH:10]=1)=[O:15]. Reported procedure: While stirring a solution of magnesium (14.1 g, 579 mmol) and iodine (one crumb) in diethyl ether (100 ml), 3-methylbromobenzene (90.0 g, 526 mmol) in diethyl ether (200 ml) was dropwise added at room temperature. After completion of the dropwise addition, the mixture was stirred overnight at room temperature. The reaction solution was cooled to −78° C. and a solution of 2,2,3,3-tetrafluoropropionic acid (25.61 g, 175.4 mmol) in diethyl ether (100 ml) was dropwise added, and the mixture was heat... Reactants: ClC1=NC=C(C(=C1)C=1NC2=CC=CC(=C2C1)F)C=C (2-(2-chloro-5-vinylpyridin-4-yl)-4-fluoro-1H-indole), C[N+]1(CCOCC1)[O-] (NMO), [O-]S(=O)[O-].[Na+].[Na+] (Na2SO3), O (water). Reagents/catalysts: O=[Os](=O)(=O)=O (OsO4). Solvent: C1CCOC1.O (THF H2O). Conditions: time 2 hour. The product is ClC1=CC(=C(C=N1)C(CO)O)C=1NC2=CC=CC(=C2C1)F (1-(6-chloro-4-(4-fluoro-1H-indol-2-yl)pyridin-3-yl)ethane-1,2-diol). The yield is 84.4%. Reaction SMILES: [Cl:1][C:2]1[CH:7]=[C:6]([C:8]2[NH:9][C:10]3[C:15]([CH:16]=2)=[C:14]([F:17])[CH:13]=[CH:12][CH:11]=3)[C:5]([CH:18]=[CH2:19])=[CH:4][N:3]=1.C[N+]1([O-])CC[O:24]CC1.[O-]S([O-])=O.[Na+].[Na+].[OH2:34]>C1COCC1.O.O=[Os](=O)(=O)=O>[Cl:1][C:2]1[N:3]=[CH:4][C:5]([CH:18]([OH:24])[CH2:19][OH:34])=[C:6]([C:8]2[NH:9][C:10]3[C:15]([CH:16]=2)=[C:14]([F:17])[CH:13]=[CH:12][CH:11]=3)[CH:7]=1 |f:2.3.4,6.7|. Procedure details: To a solution of 2-(2-chloro-5-vinylpyridin-4-yl)-4-fluoro-1H-indole (2 g, 7.35 mmol) in THF—H2O (26 mL-13 mL), NMO (2.15 g, 18.38 mmol) and OsO4 (56 mg, 0.22 mmol) were added. The reaction mixture was stirred at room temperature for 2 hours. Then Na2SO3 and water were added. The mixture was stirred at room temperature for 20 min and filtered. The filtrate was extracted with EA. The organic layer was washed with brine, dried over Na2SO4 and concentrated. The residue was purified by column chroma... The reactants are [Al+3], [H-], [H-], [H-], [H-], [Li+], C1CCOC1, [N-]=[N+]=NCC(O)COCCCc1ccccc1. Product: NCC(O)COCCCc1ccccc1. As a reaction SMILES: [Al+3:19].[H-:18].[H-:21].[H-:22].[H-:23].[Li+:20].[O:24]1[CH2:25][CH2:26][CH2:27][CH2:28]1.[c:1]1([CH2:7][CH2:8][CH2:9][O:10][CH2:11][CH:12]([CH2:13][N:14]=[N+:15]=[N-:16])[OH:17])[cH:2][cH:3][cH:4][cH:5][cH:6]1>>[c:1]1([CH2:7][CH2:8][CH2:9][O:10][CH2:11][CH:12]([CH2:13][NH2:14])[OH:17])[cH:2][cH:3][cH:4][cH:5][cH:6]1. Reactants: C(C)(=O)Cl (acetyl chloride), ClC1=CC=C(S1)C(=O)NC1=C2C(N(C(C2=CC=C1)=O)CCC1CCNCC1)=O (5-chloro-N-{1,3-dioxo-2-[2-(4-piperidinyl)ethyl]-2,3-dihydro-1H-isoindol-4-yl}-2-thiophenecarboxamide), N1=CC=CC=C1 (pyridine). Reagents/catalysts: O (water). The solvent is ClCCl (dichloromethane), ClCCl (dichloromethane). Reaction conditions: time 1 hour. Product: C(C)(=O)N1CCC(CC1)CCN1C(C2=CC=CC(=C2C1=O)NC(=O)C=1SC(=CC1)Cl)=O (N-{2-[2-(1-Acetyl-4-piperidinyl)ethyl]-1,3-dioxo-2,3-dihydro-1H-isoindol-4-yl}-5-chloro-2-thiophenecarboxamide). RXN SMILES: [C:1](Cl)(=[O:3])[CH3:2].[Cl:5][C:6]1[S:10][C:9]([C:11]([NH:13][C:14]2[CH:22]=[CH:21][CH:20]=[C:19]3[C:15]=2[C:16](=[O:32])[N:17]([CH2:24][CH2:25][CH:26]2[CH2:31][CH2:30][NH:29][CH2:28][CH2:27]2)[C:18]3=[O:23])=[O:12])=[CH:8][CH:7]=1.N1C=CC=CC=1>ClCCl.O>[C:1]([N:29]1[CH2:30][CH2:31][CH:26]([CH2:25][CH2:24][N:17]2[C:16](=[O:32])[C:15]3[C:19](=[CH:20][CH:21]=[CH:22][C:14]=3[NH:13][C:11]([C:9]3[S:10][C:6]([Cl:5])=[CH:7][CH:8]=3)=[O:12])[C:18]2=[O:23])[CH2:27][CH2:28]1)(=[O:3])[CH3:2]. Procedure details: At room temperature, 17 μl (0.24 mmol) of acetyl chloride are added dropwise to a solution of 50 mg (0.12 mmol) of 5-chloro-N-{1,3-dioxo-2-[2-(4-piperidinyl)ethyl]-2,3-dihydro-1H-isoindol-4-yl}-2-thiophenecarboxamide and 0.1 ml of pyridine in 1 ml of absolute dichloromethane. After 1 h at room temperature, a few drops of water are added and the mixture is diluted with dichloromethane. The mixture is washed with saturated sodium bicarbonate solution, dried over magnesium sulfate and concentrated.... Starting materials: 13.2, CP(OCCCCCCCCCCCC)([O-])[O-] (dodecyl methylphosphite), C=C1CC(=O)O1 (diketene), C(CCCCCCCCCCC)P([O-])([O-])([O-])C (dodecylmethylphosphite). Reaction conditions: temperature 85 celsius. Product: O=C1OC(C1)CP(OCCCCCCCCCCCC)(OC)=O (dodecyl methyl 2-oxo-4-oxetanylmethylphosphonate). RXN SMILES: [CH3:1][PH:2]([O-:17])([O-:16])[O:3][CH2:4][CH2:5][CH2:6][CH2:7][CH2:8][CH2:9][CH2:10][CH2:11][CH2:12][CH2:13][CH2:14][CH3:15].C=[C:19]1[O:23][C:21](=[O:22])[CH2:20]1.[CH2:24](P(C)([O-])([O-])[O-])CCCCCCCCCCC>>[O:22]=[C:21]1[CH2:20][CH:19]([CH2:1][P:2](=[O:16])([O:17][CH3:24])[O:3][CH2:4][CH2:5][CH2:6][CH2:7][CH2:8][CH2:9][CH2:10][CH2:11][CH2:12][CH2:13][CH2:14][CH3:15])[O:23]1. Procedure: A mixture of 13.2 parts of dodecyl methylphosphite, 4.2 parts of diketene and 0.6 parts of bis-(t-butylcyclohexyl)-perdicarbonate was added dropwise over 30 minutes to 39.6 parts of dodecylmethylphosphite which was vigorously stirred at 85° C. in a nitrogen atmosphere. On completion of the addition the reaction mixture was heated for a further 30 minutes at 85° C., then the excess of dodecylmethylphosphite was removed on a wiped wall still at a wall temperature of 80° C. and pressure 0.013 mb. T... Reactants: N(=[N+]=[N-])CCC=1N=CC2=CC=CC=C2C1 (3-(2-azidoethyl)isoquinoline), C1(=CC=CC=C1)P(C1=CC=CC=C1)C1=CC=CC=C1 (triphenylphosphine), O (water). The solvent is O1CCCC1 (tetrahydrofuran). Run at time 8 hour. Yields the product NCCC=1N=CC2=CC=CC=C2C1 (3-(2-Aminoethyl)isoquinoline). Isolated yield 55.4%. Reaction SMILES: [N:1]([CH2:4][CH2:5][C:6]1[N:7]=[CH:8][C:9]2[C:14]([CH:15]=1)=[CH:13][CH:12]=[CH:11][CH:10]=2)=[N+]=[N-].C1(P(C2C=CC=CC=2)C2C=CC=CC=2)C=CC=CC=1.O>O1CCCC1>[NH2:1][CH2:4][CH2:5][C:6]1[N:7]=[CH:8][C:9]2[C:14]([CH:15]=1)=[CH:13][CH:12]=[CH:11][CH:10]=2. Procedure: To a solution of 3-(2-azidoethyl)isoquinoline (Description 112; 5.6 g, 28.3 mmol) in anhydrous tetrahydrofuran (50 ml) was added triphenylphosphine (14.85 g, 56.6 mmol) and water (0.509 ml, 28.3 mmol), and the resulting mixture stirred at room temperature overnight. The mixture was loaded directly onto a Bond-elut SCX cartridge and eluted with methanol until TLC indicated complete elution of triphenylphosphine. The product was then eluted with 2.0M ammonia in methanol. The basic fractions were c...